From a dataset of the Open Reaction Database (ORD), a public repository of structured organic reaction records. describe an organic reaction: reactants, conditions, products, and yield Reactants: C1CCNCC1, O=Cc1cc(O)c(O)c([N+](=O)[O-])c1, O=C1NC(=S)CS1. Product: O=C1NC(=S)C(=Cc2cc(O)c(O)c([N+](=O)[O-])c2)S1. Reaction SMILES: [CH2:21]1[CH2:22][CH2:23][NH:24][CH2:25][CH2:26]1.[OH:8][c:9]1[cH:10][c:11]([CH:12]=[O:13])[cH:14][c:15]([N+:18](=[O:19])[O-:20])[c:16]1[OH:17].[S:1]=[C:2]1[NH:3][C:4](=[O:7])[S:5][CH2:6]1>>[S:1]=[C:2]1[NH:3][C:4](=[O:7])[S:5][C:6]1=[CH:12][c:11]1[cH:10][c:9]([OH:8])[c:16]([OH:17])[c:15]([N+:18](=[O:19])[O-:20])[cH:14]1. Solvent: O (water), O1CCCC1 (tetrahydrofuran), C(C)(=O)OCC (ethyl acetate). RXN SMILES: [O:1]=[C:2]1[NH:6][C:5]([CH2:7][C:8]([OH:10])=O)=[CH:4][S:3]1.ON1C(=O)CCC1=O.C1(N=C=NC2CCCCC2)CCCCC1.[C:34]([O:37][CH2:38][C:39]1[CH2:40][S:41][C@@H:42]2[CH:49]([NH2:50])[C:48](=[O:51])[N:43]2[C:44]=1[C:45]([OH:47])=[O:46])(=[O:36])[NH2:35].C[Si](CC(N)=O)(C)C>O1CCCC1.C(OCC)(=O)C.O>[C:34]([O:37][CH2:38][C:39]1[CH2:40][S:41][C@@H:42]2[CH:49]([NH:50][C:8](=[O:10])[CH2:7][C:5]3[NH:6][C:2](=[O:1])[S:3][CH:4]=3)[C:48](=[O:51])[N:43]2[C:44]=1[C:45]([OH:47])=[O:46])(=[O:36])[NH2:35]. The reactants are O=C1SC=C(N1)CC(=O)O (2-oxo-2,3-dihydrothiazol-4-ylacetic acid), ON1C(CCC1=O)=O (N-hydroxysuccinimide), C1(CCCCC1)N=C=NC1CCCCC1 (N,N'-dicyclohexylcarbodiimide), C(N)(=O)OCC=1CS[C@H]2N(C1C(=O)O)C(C2N)=O (3-carbamoyloxymethyl-7-amino-3-cephem-4-carboxylic acid), C[Si](C)(C)CC(=O)N (trimethylsilylacetamide). The yield is 5.8%. The product is C(N)(=O)OCC=1CS[C@H]2N(C1C(=O)O)C(C2NC(CC=2NC(SC2)=O)=O)=O (3-carbamoyloxymethyl-7-(2-oxo-2,3-dihydrothiazol-4-yl)acetamido-3-cephem-4-carboxylic acid). Procedure: To a mixture of 2-oxo-2,3-dihydrothiazol-4-ylacetic acid (0.4 g.) and N-hydroxysuccinimide (0.3 g.) in tetrahydrofuran (15 ml.) was added N,N'-dicyclohexylcarbodiimide (0.52 g.) with stirring at room temperature, and the mixture was further stirred for 2 hours at the same temperature. Thus obtained solution was added to a solution of 3-carbamoyloxymethyl-7-amino-3-cephem-4-carboxylic acid (0.816 g.) and trimethylsilylacetamide (0.27 g.) in ethyl acetate (30 ml.) at room temperature, and the mixt...